Task: describe an organic reaction: reactants, conditions, products, and yield. Dataset: the Open Reaction Database (ORD), a public repository of structured organic reaction records Reactants: [Al+3].[Cl-].[Cl-].[Cl-] (AlCl3), resultant solution, C(CC(O)(C(=O)O)CC(=O)O)(=O)O (citric acid), C(CC(O)(C(=O)O)CC(=O)O)(=O)O (citric acid). Product: C(CC(O)(C(=O)[O-])CC(=O)[O-])(=O)[O-].[Al+3] (aluminum citrate). RXN SMILES: [Al+3:1].[Cl-].[Cl-].[Cl-].[C:5]([OH:17])(=[O:16])[CH2:6][C:7]([CH2:12][C:13]([OH:15])=[O:14])([C:9]([OH:11])=[O:10])[OH:8]>>[C:5]([O-:17])(=[O:16])[CH2:6][C:7]([CH2:12][C:13]([O-:15])=[O:14])([C:9]([O-:11])=[O:10])[OH:8].[Al+3:1] |f:0.1.2.3,5.6|. Reported procedure: combining the AlCl3 solution with an aqueous solution of citric acid containing up to about 50 weight % citric acid, while vigorously agitating the resultant solution to form an aluminum citrate solution having a mole ratio of aluminum ion to citric acid molecule of from about 1.5:1 to about 2:1, said AlCl3 solution being provided in an amount sufficient to form an aluminum citrate solution containing from 1 up to about 3 weight % aluminum; and RXN SMILES: [C:7]([CH3:8])(=[O:9])[c:10]1[c:11]([Cl:25])[cH:12][c:13]([O:14][c:15]2[cH:16][cH:17][c:18]([C:19]#[N:20])[cH:21][cH:22]2)[cH:23][cH:24]1.[CH2:55]1[O:56][CH2:57][CH2:58][CH2:59]1.[CH3:1][C:2]([CH3:3])([O-:4])[CH3:5].[CH3:27][O:28][CH2:29][P+:30]([c:31]1[cH:32][cH:33][cH:34][cH:35][cH:36]1)([c:37]1[cH:38][cH:39][cH:40][cH:41][cH:42]1)[c:43]1[cH:44][cH:45][cH:46][cH:47][cH:48]1.[Cl-:26].[ClH:49].[K+:6].[Na+:54].[O-:50][C:51](=[O:52])[OH:53]>>[CH:7]([CH3:8])([c:10]1[c:11]([Cl:25])[cH:12][c:13]([O:14][c:15]2[cH:16][cH:17][c:18]([C:19]#[N:20])[cH:21][cH:22]2)[cH:23][cH:24]1)[CH:51]=[O:53]. Yields the product CC(C=O)c1ccc(Oc2ccc(C#N)cc2)cc1Cl. Starting materials: CC(=O)c1ccc(Oc2ccc(C#N)cc2)cc1Cl, C1CCOC1, CC(C)(C)[O-], COC[P+](c1ccccc1)(c1ccccc1)c1ccccc1, [Cl-], Cl, [K+], [Na+], O=C([O-])O. RXN SMILES: [C:1](=[O:2])([O-:3])[O-:4].[CH2:41]([C:42]([CH3:43])=[O:44])[CH3:45].[Cl:24][CH2:25][C:26](=[O:27])[NH:28][c:29]1[c:30]([CH:38]([CH3:39])[CH3:40])[cH:31][cH:32][cH:33][c:34]1[CH:35]([CH3:36])[CH3:37].[K+:5].[K+:6].[c:7]1([N:13]2[CH2:14][NH:15][C:16](=[O:23])[C:17]23[CH2:18][CH2:19][CH2:20][CH2:21][CH2:22]3)[cH:8][cH:9][cH:10][cH:11][cH:12]1>>[c:7]1([N:13]2[CH2:14][N:15]([CH2:25][C:26](=[O:27])[NH:28][c:29]3[c:30]([CH:38]([CH3:39])[CH3:40])[cH:31][cH:32][cH:33][c:34]3[CH:35]([CH3:36])[CH3:37])[C:16](=[O:23])[C:17]23[CH2:18][CH2:19][CH2:20][CH2:21][CH2:22]3)[cH:8][cH:9][cH:10][cH:11][cH:12]1. The product is CC(C)c1cccc(C(C)C)c1NC(=O)CN1CN(c2ccccc2)C2(CCCCC2)C1=O. Reactants: O=C([O-])[O-], CCC(C)=O, CC(C)c1cccc(C(C)C)c1NC(=O)CCl, [K+], [K+], O=C1NCN(c2ccccc2)C12CCCCC2. The reactants are Cc1cc(NC(=O)OC(C)(C)C)c(NC(=O)CC(=O)c2cccc(-c3ccc(C(C)C)nc3)c2)cc1C(F)(F)F, ClCCl, O=C(O)C(F)(F)F. Product: Cc1cc2c(cc1C(F)(F)F)NC(=O)CC(c1cccc(-c3ccc(C(C)C)nc3)c1)=N2. As a reaction SMILES: [C:1]([O:2][C:3](=[O:4])[NH:7][c:8]1[c:9]([NH:19][C:20]([CH2:21][C:22](=[O:5])[c:24]2[cH:25][c:26](-[c:30]3[cH:31][n:32][c:33]([CH:36]([CH3:37])[CH3:38])[cH:34][cH:35]3)[cH:27][cH:28][cH:29]2)=[O:39])[cH:10][c:11]([C:15]([F:16])([F:17])[F:18])[c:12]([CH3:14])[cH:13]1)([CH3:6])([CH3:23])[CH3:40].[Cl:48][CH2:49][Cl:50].[F:41][C:42]([F:43])([F:44])[C:45]([OH:46])=[O:47]>>[N:7]1=[C:22]([c:24]2[cH:25][c:26](-[c:30]3[cH:31][n:32][c:33]([CH:36]([CH3:37])[CH3:38])[cH:34][cH:35]3)[cH:27][cH:28][cH:29]2)[CH2:21][C:20](=[O:39])[NH:19][c:9]2[c:8]1[cH:13][c:12]([CH3:14])[c:11]([C:15]([F:16])([F:17])[F:18])[cH:10]2.